This data is from the Open Reaction Database (ORD), a public repository of structured organic reaction records. The task is: describe an organic reaction: reactants, conditions, products, and yield Starting materials: CCC(C)(C)Cc1cn(S(=O)(=O)N(C)C)c(C(C)(O)Cc2ccc(-c3ccc(F)cn3)cc2)n1, CO, Cl. Product: CCC(C)(C)Cc1c[nH]c(C(C)(O)Cc2ccc(-c3ccc(F)cn3)cc2)n1. Reaction SMILES: [CH3:2][C:3]([CH2:4][c:5]1[n:6][c:7]([C:16]([CH2:17][c:18]2[cH:19][cH:20][c:21](-[c:24]3[n:25][cH:26][c:27]([F:30])[cH:28][cH:29]3)[cH:22][cH:23]2)([CH3:31])[OH:32])[n:8]([S:10]([N:11]([CH3:12])[CH3:13])(=[O:14])=[O:15])[cH:9]1)([CH2:33][CH3:34])[CH3:35].[CH3:36][OH:37].[ClH:1]>>[CH3:2][C:3]([CH2:4][c:5]1[n:6][c:7]([C:16]([CH2:17][c:18]2[cH:19][cH:20][c:21](-[c:24]3[n:25][cH:26][c:27]([F:30])[cH:28][cH:29]3)[cH:22][cH:23]2)([CH3:31])[OH:32])[nH:8][cH:9]1)([CH2:33][CH3:34])[CH3:35]. Starting materials: CC(C)N=C=O, COc1ccc(C2CCCCC2)cc1-c1csc(NC(=O)N2CCN(C3CCCNC3)CC2)n1, ClCCl, O. Yields the product COc1ccc(C2CCCCC2)cc1-c1csc(NC(=O)N2CCN(C3CCCN(C(=O)NC(C)C)C3)CC2)n1. Reaction SMILES: [CH:1]([CH3:2])([CH3:3])[N:4]=[C:5]=[O:6].[CH:7]1([c:13]2[cH:14][cH:15][c:16]([O:39][CH3:40])[c:17](-[c:19]3[n:20][c:21]([NH:24][C:25](=[O:26])[N:27]4[CH2:28][CH2:29][N:30]([CH:33]5[CH2:34][NH:35][CH2:36][CH2:37][CH2:38]5)[CH2:31][CH2:32]4)[s:22][cH:23]3)[cH:18]2)[CH2:8][CH2:9][CH2:10][CH2:11][CH2:12]1.[Cl:41][CH2:42][Cl:43].[OH2:44]>>[CH:1]([CH3:2])([CH3:3])[NH:4][C:5](=[O:6])[N:35]1[CH2:34][CH:33]([N:30]2[CH2:29][CH2:28][N:27]([C:25]([NH:24][c:21]3[n:20][c:19](-[c:17]4[c:16]([O:39][CH3:40])[cH:15][cH:14][c:13]([CH:7]5[CH2:8][CH2:9][CH2:10][CH2:11][CH2:12]5)[cH:18]4)[cH:23][s:22]3)=[O:26])[CH2:32][CH2:31]2)[CH2:38][CH2:37][CH2:36]1. Starting materials: COC1=CC=C(C=C1)B(O)O (4-methoxyphenylboronic acid), ClC=1N=NC(=CC1)Cl (3,6-dichloro-pyridazine). Reagents/catalysts: C=1C=CC(=CC1)[P](C=2C=CC=CC2)(C=3C=CC=CC3)[Pd]([P](C=4C=CC=CC4)(C=5C=CC=CC5)C=6C=CC=CC6)([P](C=7C=CC=CC7)(C=8C=CC=CC8)C=9C=CC=CC9)[P](C=1C=CC=CC1)(C=1C=CC=CC1)C=1C=CC=CC1 (Pd(PPh3)4). The solvent is C(=O)([O-])[O-].[Na+].[Na+].CCO.C1(=CC=CC=C1)C (Na2CO3 EtOH toluene), CCOC(=O)C (EtOAc), O (water). Reaction conditions: temperature 80 celsius. Product: ClC=1N=NC(=CC1)C1=CC=C(C=C1)OC (3-Chloro-6-(4-methoxy-phenyl)-pyridazine). As a reaction SMILES: [CH3:1][O:2][C:3]1[CH:8]=[CH:7][C:6](B(O)O)=[CH:5][CH:4]=1.[Cl:12][C:13]1[N:14]=[N:15][C:16](Cl)=[CH:17][CH:18]=1>C([O-])([O-])=O.[Na+].[Na+].CCO.C1(C)C=CC=CC=1.CCOC(C)=O.O.C1C=CC([P]([Pd]([P](C2C=CC=CC=2)(C2C=CC=CC=2)C2C=CC=CC=2)([P](C2C=CC=CC=2)(C2C=CC=CC=2)C2C=CC=CC=2)[P](C2C=CC=CC=2)(C2C=CC=CC=2)C2C=CC=CC=2)(C2C=CC=CC=2)C2C=CC=CC=2)=CC=1>[Cl:12][C:13]1[N:14]=[N:15][C:16]([C:6]2[CH:7]=[CH:8][C:3]([O:2][CH3:1])=[CH:4][CH:5]=2)=[CH:17][CH:18]=1 |f:2.3.4.5.6,^1:46,48,67,86|. Procedure details: A mixture of 4-methoxyphenylboronic acid (3 g, 0.02 mol) and 3,6-dichloro-pyridazine (3.58 g, 0.024 mol) in 2 M Na2CO3/EtOH toluene (40 mL/20 mL/100 mL) was bubbled through N2 for 5 min. Pd(PPh3)4 (1.15 g, 0.001 mol) was added under N2 and the reaction was heated to 80° C. for 16 h. The mixture was diluted with 100 mL of EtOAc and 20 mL of water. The organic phase was separated, washed with 50 mL of brine, dried over Na2SO4 and concentrated in vacuo. The solid obtained was washed with 50% EtOAc/... The reactants are C[O-].[Na+] (Sodium methoxide), CN(C)C1=CC=C(C=C1)C1=NC=CC=C1S(=O)(=O)N(C1=NC=C(N=C1OC)C)C(=O)OCC(C)C (2-[4-(N,N-dimethylamino)phenyl]-N-(isobutoxycarbonyl)-N-(3-methoxy-5-methylpyrazin-2-yl)pyridine-3-sulphonamide), [Cl-].[NH4+] (ammonium chloride). The solvent is CO (methanol). The product is CN(C)C1=CC=C(C=C1)C1=NC=CC=C1S(=O)(=O)NC1=NC=C(N=C1OC)C (2-[4-(N,N-dimethylamino)phenyl] -N-(3-methoxy-5-methylpyrazin-2-yl)pyridine-3-sulphonamide). Yield: 61.4%. As a reaction SMILES: C[O-].[Na+].[CH3:4][N:5]([C:7]1[CH:12]=[CH:11][C:10]([C:13]2[C:18]([S:19]([N:22](C(OCC(C)C)=O)[C:23]3[C:28]([O:29][CH3:30])=[N:27][C:26]([CH3:31])=[CH:25][N:24]=3)(=[O:21])=[O:20])=[CH:17][CH:16]=[CH:15][N:14]=2)=[CH:9][CH:8]=1)[CH3:6].[Cl-].[NH4+]>CO>[CH3:6][N:5]([C:7]1[CH:12]=[CH:11][C:10]([C:13]2[C:18]([S:19]([NH:22][C:23]3[C:28]([O:29][CH3:30])=[N:27][C:26]([CH3:31])=[CH:25][N:24]=3)(=[O:21])=[O:20])=[CH:17][CH:16]=[CH:15][N:14]=2)=[CH:9][CH:8]=1)[CH3:4] |f:0.1,3.4|. Procedure: Sodium methoxide (0.115 g) was added to a solution of 2-[4-(N,N-dimethylamino)phenyl]-N-(isobutoxycarbonyl)-N-(3-methoxy-5-methylpyrazin-2-yl)pyridine-3-sulphonamide (0.212 g) in methanol (10 ml) and the mixture was stirred and heated under reflux for 90 minutes. The reaction mixture was cooled, poured into saturated aqueous ammonium chloride solution (30 ml) and extracted with ethyl acetate (3×30 ml). The organic extracts were combined and dried (MgSO4). Volatile material was removed by evapora... Starting materials: BrC1C(=O)NC(C1)=O (bromosuccinimide), C1(=CC=C(C=C1)N1C=2C=CC(=CC2CC2=CC=CC=C12)C1=CC=CC=C1)C1=CC=CC=C1 (10-(biphenyl-4-yl)-2-phenyl-9,10-dihydroacridine), resultant solution. Run in C(Cl)(Cl)Cl (chloroform). Yields the product C1(=CC=C(C=C1)N1C=2C=CC(=CC2CC2=CC(=CC=C12)C1=CC=CC=C1)Br)C1=CC=CC=C1 (10-(biphenyl-4-yl)-2-bromo-7-phenyl-9,10-dihydroacridine). The yield is 70.0%. RXN SMILES: [C:1]1([C:27]2[CH:32]=[CH:31][CH:30]=[CH:29][CH:28]=2)[CH:6]=[CH:5][C:4]([N:7]2[C:20]3[C:15](=[CH:16][CH:17]=[CH:18][CH:19]=3)[CH2:14][C:13]3[CH:12]=[C:11]([C:21]4[CH:26]=[CH:25][CH:24]=[CH:23][CH:22]=4)[CH:10]=[CH:9][C:8]2=3)=[CH:3][CH:2]=1.[Br:33]C1CC(=O)NC1=O>C(Cl)(Cl)Cl>[C:1]1([C:27]2[CH:28]=[CH:29][CH:30]=[CH:31][CH:32]=2)[CH:6]=[CH:5][C:4]([N:7]2[C:8]3[C:13](=[CH:12][C:11]([C:21]4[CH:26]=[CH:25][CH:24]=[CH:23][CH:22]=4)=[CH:10][CH:9]=3)[CH2:14][C:15]3[CH:16]=[C:17]([Br:33])[CH:18]=[CH:19][C:20]2=3)=[CH:3][CH:2]=1. Procedure: 10-(biphenyl-4-yl)-2-phenyl-9,10-dihydroacridine (7.8 g, 19.0 mmol) was added with chloroform (300 ml), and with bromosuccinimide (3.7 g, 21.0 mmol). The resultant solution was stirred at room temperature for 2 hours. After the reaction was completed, the resultant solution was washed with distilled water. Then, an organic layer was extracted and dried with sodium sulfate so as to remove the solvent. The residue was purified by silica gel column chromatography (methylene chloride/n-hexane (1/10)... Reactants: C(Cl)(Cl)(Cl)Cl (carbon tetrachloride), ClC=1C(=[N+](C=CC1)[O-])S(=O)(=O)CC1=C(C=CC(=C1)C)C (3-chloro-2-[[1-(2,5-dimethylphenyl)-methyl]sulfonyl]pyridine-N-oxide), O (water). Run in CN(C=O)C (dimethylformamide). Reaction conditions: temperature 15 celsius. Product: ClC=1C(=[N+](C=CC1)[O-])S(=O)(=O)C(C1=C(C=CC(=C1)C)C)Cl (3-chloro-2-[[chloro(2,5-dimethylphenyl)methyl]sulfonyl]pyridine-N-oxide). RXN SMILES: [Cl:1][C:2]1[C:3]([S:9]([CH2:12][C:13]2[CH:18]=[C:17]([CH3:19])[CH:16]=[CH:15][C:14]=2[CH3:20])(=[O:11])=[O:10])=[N+:4]([O-:8])[CH:5]=[CH:6][CH:7]=1.C(Cl)(Cl)(Cl)[Cl:22].O>CN(C)C=O>[Cl:1][C:2]1[C:3]([S:9]([CH:12]([Cl:22])[C:13]2[CH:18]=[C:17]([CH3:19])[CH:16]=[CH:15][C:14]=2[CH3:20])(=[O:11])=[O:10])=[N+:4]([O-:8])[CH:5]=[CH:6][CH:7]=1. Reported procedure: To a suspension of 2.2 g (0.01 mole) of 3-chloro-2-[[1-(2,5-dimethylphenyl)-methyl]sulfonyl]pyridine-N-oxide in 10 ml of dimethylformamide (DMF) was added 2 g (0.013 mole) of carbon tetrachloride. The mixture was cooled to 15° C. and then treated with 0.5 g (0.013 mole) of NaOFl. The mixture was stirred and allowed to warm to room temperature for two hours. It was then poured into cold water and the solid was filtered off, having a melting point of 125-127° C. Infrared and NMR spectra were consi... The reactants are CC=1C(=C(C(C1)(C)[Li])C)C ((tetramethylcyclopentadienyl) lithium), [Cl-].[Cl-].[Cl-].CC1=C(C(=C(C1(C)[Zr+3])C)C)C ((pentamethylcyclopentadienyl)zirconium trichloride). The solvent is O1CCCC1 (tetrahydrofuran), O1CCCC1 (tetrahydrofuran). Run at time 8 hour. Product: [Cl-].[Cl-].CC1=C(C(=C(C1(C)[Zr+2]C1(C(=C(C(=C1)C)C)C)C)C)C)C ((pentamethylcyclopentadienyl)(tetramethylcyclopentadienyl)zirconium dichloride). Yield: 82.5%. As a reaction SMILES: [Cl-:1].[Cl-].[Cl-].[CH3:4][C:5]1[C:9]([Zr+3:11])([CH3:10])[C:8]([CH3:12])=[C:7]([CH3:13])[C:6]=1[CH3:14].[CH3:15][C:16]1[C:17]([CH3:24])=[C:18]([CH3:23])[C:19]([Li])([CH3:21])[CH:20]=1>O1CCCC1>[Cl-:1].[Cl-:1].[CH3:4][C:5]1[C:9]([Zr+2:11][C:19]2([CH3:21])[CH:20]=[C:16]([CH3:15])[C:17]([CH3:24])=[C:18]2[CH3:23])([CH3:10])[C:8]([CH3:12])=[C:7]([CH3:13])[C:6]=1[CH3:14] |f:0.1.2.3,6.7.8|. Reported procedure: 10.0 g (33.6 mmols) of (pentamethylcyclopentadienyl)zirconium trichloride, and 150 ml of tetrahydrofuran were put into a 300-ml two-neck egg-plant flask. To this, dropwise added was a tetrahydrofuran solution (50 ml) of 4.3 g (33.6 mmols) of (tetramethylcyclopentadienyl) lithium that had been separately prepared at 0° C. This was warmed up to room temperature, and then stirred as such for 8 hours. The solvent was evaporated away, and the residue was extracted in 100 ml of dichloromethane. The re...